This data is from the Open Reaction Database (ORD), a public repository of structured organic reaction records. The task is: describe an organic reaction: reactants, conditions, products, and yield Starting materials: C(=O)(O)[O-].[Na+] (NaHCO3), Cl.N1=CC(=CC=C1)CCl (3-picolyl chloride hydrochloride), C(C)OP(OCC)OCC (triethylphosphite). Run at temperature 85 celsius. Yields the product N1=CC(=CC=C1)CP(OCC)(OCC)=O (diethyl 3-pyridylmethylphosphonate). Isolated yield 26.2%. Reaction SMILES: C([O-])(O)=O.[Na+].Cl.[N:7]1[CH:12]=[CH:11][CH:10]=[C:9]([CH2:13]Cl)[CH:8]=1.[CH2:15]([O:17][P:18]([O:22]CC)[O:19][CH2:20][CH3:21])[CH3:16]>>[N:7]1[CH:12]=[CH:11][CH:10]=[C:9]([CH2:13][P:18](=[O:22])([O:19][CH2:20][CH3:21])[O:17][CH2:15][CH3:16])[CH:8]=1 |f:0.1,2.3|. Procedure: To a stirred solution of saturated NaHCO3 was added 3-picolyl chloride hydrochloride (8.2 g, 50 mmol). After gas evolution ended, the mixture was extracted with CH2Cl2. The organic phase was dried (MgSO4) and concentrated in vacuo. To the resulting residue was added triethylphosphite (8.3 g, 50 mmol) and the neat mixture was stirred and heated at 85° C. overnight. The mixture was cooled and purified by flash column chromotography on silica gel eluting with 5% MeOH--CH2Cl2 to afford 3.0 g of diet... Reactants: COC(=O)c1nc(SC)ncc1Br, CC(C)C[Al+]CC(C)C, C1CCOC1, [H-]. Yields the product CSc1ncc(Br)c(CO)n1. As a reaction SMILES: [Br:1][c:2]1[c:3]([C:10](=[O:11])[O:12][CH3:13])[n:4][c:5]([S:8][CH3:9])[n:6][cH:7]1.[CH2:15]([Al+:16][CH2:17][CH:18]([CH3:19])[CH3:20])[CH:21]([CH3:22])[CH3:23].[CH2:24]1[O:25][CH2:26][CH2:27][CH2:28]1.[H-:14]>>[Br:1][c:2]1[c:3]([CH2:10][OH:11])[n:4][c:5]([S:8][CH3:9])[n:6][cH:7]1. Reactants: COc1ccc(Br)cc1CNC(=O)OC(C)(C)C, C=O, CN(C)C=O, CCOC(C)=O, O=C[O-], [Na+], c1ccc(P(c2ccccc2)c2ccccc2)cc1. Product: COc1ccc(C=O)cc1CNC(=O)OC(C)(C)C. As a reaction SMILES: [Br:1][c:2]1[cH:3][cH:4][c:5]([O:17][CH3:18])[c:6]([CH2:7][NH:8][C:9]([O:10][C:11]([CH3:12])([CH3:13])[CH3:14])=[O:15])[cH:16]1.[C:42]=[O:43].[CH3:44][N:45]([CH3:46])[CH:47]=[O:48].[CH3:49][CH2:50][O:51][C:52](=[O:53])[CH3:54].[CH:19](=[O:20])[O-:21].[Na+:22].[c:23]1([P:24]([c:25]2[cH:26][cH:27][cH:28][cH:29][cH:30]2)[c:31]2[cH:32][cH:33][cH:34][cH:35][cH:36]2)[cH:37][cH:38][cH:39][cH:40][cH:41]1>>[c:2]1([CH:19]=[O:20])[cH:3][cH:4][c:5]([O:17][CH3:18])[c:6]([CH2:7][NH:8][C:9]([O:10][C:11]([CH3:12])([CH3:13])[CH3:14])=[O:15])[cH:16]1. Yields the product Nc1ncc(-c2cn(-c3cc(C(F)(F)F)cc(-c4ccc(C(F)(F)F)cc4)n3)cn2)cn1. As a reaction SMILES: [I:1][c:2]1[n:3][cH:4][n:5](-[c:7]2[n:8][c:9](-[c:17]3[cH:18][cH:19][c:20]([C:23]([F:24])([F:25])[F:26])[cH:21][cH:22]3)[cH:10][c:11]([C:13]([F:14])([F:15])[F:16])[cH:12]2)[cH:6]1.[NH2:27][c:28]1[n:29][cH:30][c:31]([B:34]2[O:35][C:36]([CH3:37])([CH3:38])[C:39]([CH3:40])([CH3:41])[O:42]2)[cH:32][n:33]1>>[c:2]1(-[c:31]2[cH:30][n:29][c:28]([NH2:27])[n:33][cH:32]2)[n:3][cH:4][n:5](-[c:7]2[n:8][c:9](-[c:17]3[cH:18][cH:19][c:20]([C:23]([F:24])([F:25])[F:26])[cH:21][cH:22]3)[cH:10][c:11]([C:13]([F:14])([F:15])[F:16])[cH:12]2)[cH:6]1. Reactants: FC(F)(F)c1ccc(-c2cc(C(F)(F)F)cc(-n3cnc(I)c3)n2)cc1, CC1(C)OB(c2cnc(N)nc2)OC1(C)C. Reactants: C1CCOC1, OCc1ccccc1, O=c1oc2cc(O)ccc2s1, c1ccc(P(c2ccccc2)c2ccccc2)cc1. Product: O=c1oc2cc(OCc3ccccc3)ccc2s1. As a reaction SMILES: [CH2:39]1[O:40][CH2:41][CH2:42][CH2:43]1.[OH:12][CH2:13][c:14]1[cH:15][cH:16][cH:17][cH:18][cH:19]1.[OH:1][c:2]1[cH:3][cH:4][c:5]2[s:6][c:7](=[O:8])[o:9][c:10]2[cH:11]1.[c:20]1([P:21]([c:22]2[cH:23][cH:24][cH:25][cH:26][cH:27]2)[c:28]2[cH:29][cH:30][cH:31][cH:32][cH:33]2)[cH:34][cH:35][cH:36][cH:37][cH:38]1>>[O:1]([c:2]1[cH:3][cH:4][c:5]2[s:6][c:7](=[O:8])[o:9][c:10]2[cH:11]1)[CH2:13][c:14]1[cH:15][cH:16][cH:17][cH:18][cH:19]1. Reactants: C(C)(C)(C)OC(NC1=C(C=C(C(=C1)C(F)(F)F)C)[N+](=O)[O-])=O ((4-methyl-2-nitro-5-trifluoromethyl-phenyl)-carbamic acid tert-butyl ester). Reagents/catalysts: [Pd] (Pd/C). Yields the product C(C)(C)(C)OC(NC1=C(C=C(C(=C1)C(F)(F)F)C)N)=O ((2-Amino-4-methyl-5-trifluoromethyl-phenyl)-carbamic acid tert-butyl ester). Yield: 86.8%. Reaction SMILES: [C:1]([O:5][C:6](=[O:22])[NH:7][C:8]1[CH:13]=[C:12]([C:14]([F:17])([F:16])[F:15])[C:11]([CH3:18])=[CH:10][C:9]=1[N+:19]([O-])=O)([CH3:4])([CH3:3])[CH3:2]>[Pd]>[C:1]([O:5][C:6](=[O:22])[NH:7][C:8]1[CH:13]=[C:12]([C:14]([F:17])([F:16])[F:15])[C:11]([CH3:18])=[CH:10][C:9]=1[NH2:19])([CH3:4])([CH3:2])[CH3:3]. Procedure: Prepared from (4-methyl-2-nitro-5-trifluoromethyl-phenyl)-carbamic acid tert-butyl ester (Example A18) (4.68 g, 14.6 mmol) by hydrogenation with 10% Pd/C according to the general procedure J (method a). Obtained as a white solid (3.68 g, 87%). The reactants are Cl.C(C)(=O)OCC (hydrogen chloride ethyl acetate), C(C)(C)(C)OC(=O)N1CCN(CC1)C1=NC=C(C=C1C1CC1)C (4-(3-Cyclopropyl-5-methylpyridin-2-yl)piperazine-1-carboxylic acid tert-butyl ester), C(C)(=O)OCC (Ethyl acetate). Solvent: C(Cl)(Cl)Cl (chloroform). Conditions: time 8 hour. The product is Cl.C1(CC1)C=1C(=NC=C(C1)C)N1CCNCC1 (1-(3-cyclopropyl-5-methylpyridin-2-yl)piperazine hydrochloride). As a reaction SMILES: C(OC([N:8]1[CH2:13][CH2:12][N:11]([C:14]2[C:19]([CH:20]3[CH2:22][CH2:21]3)=[CH:18][C:17]([CH3:23])=[CH:16][N:15]=2)[CH2:10][CH2:9]1)=O)(C)(C)C.[ClH:24].C(OCC)(=O)C.C(OCC)(=O)C>C(Cl)(Cl)Cl>[ClH:24].[CH:20]1([C:19]2[C:14]([N:11]3[CH2:12][CH2:13][NH:8][CH2:9][CH2:10]3)=[N:15][CH:16]=[C:17]([CH3:23])[CH:18]=2)[CH2:21][CH2:22]1 |f:1.2,5.6|. Procedure: To a mixture of 1-Boc-piperazine (7.2 g), 2,3-dichloro-5-methylpyridine (5 g), palladium (II) acetate (179 mg), rac-2,2′-bis(diphenylphosphino)-1,1′-binaphthyl (499 mg) and sodium tert-butoxide (4.1 g) was added toluene (30 mL), and the mixture was refluxed for 5 hr. After cooling, water was added to the reaction mixture, and the mixture was extracted with ethyl acetate. The organic layer was washed with saturated brine, and the solvent was evaporated. The residue was purified by column chromato... Reactants: BrC=1C=CC=C2C(=NC(=NC12)Cl)O (8-bromo-2-chloroquinazolin-4-ol), ClC=1C=C(N)C=CC1Cl (3,4-dichloroaniline). The solvent is CN1C(CCC1)=O (1-methyl-2-pyrrolidinone). Product: ClC=1C=C(C=CC1Cl)NC1=NC2=C(C=CC=C2C(=N1)O)Br (2-((3,4-Dichlorophenyl)amino)-8-bromoquinazolin-4-ol). The yield is 83.8%. RXN SMILES: [Br:1][C:2]1[CH:3]=[CH:4][CH:5]=[C:6]2[C:11]=1[N:10]=[C:9](Cl)[N:8]=[C:7]2[OH:13].[Cl:14][C:15]1[CH:16]=[C:17]([CH:19]=[CH:20][C:21]=1[Cl:22])[NH2:18]>CN1CCCC1=O>[Cl:14][C:15]1[CH:16]=[C:17]([NH:18][C:9]2[N:8]=[C:7]([OH:13])[C:6]3[C:11](=[C:2]([Br:1])[CH:3]=[CH:4][CH:5]=3)[N:10]=2)[CH:19]=[CH:20][C:21]=1[Cl:22]. Reported procedure: A solution of 8-bromo-2-chloroquinazolin-4-ol (0.37 g) and 3,4-dichloroaniline (0.69 g) in 1-methyl-2-pyrrolidinone (8 mL) was heated at 140° C. for 3 h. The mixture was then cooled to room temperature and poured onto ice/water (100 mL). The precipitate which formed was isolated by filtration, washed sequentially with water and diethyl ether, then was dried in vacuo to afford the title compound (0.46 g). 1H NMR (300 MHz, DMSO-d6): δ11.14 (s, 1H), 9.22 (s, 1H), 8.80 (d, J=2.4 Hz, 1H), 8.04 (d, J=... Reactants: BrC=1C=C(C2=C(C3=C(O2)CCC(C3)O)C1)Cl (8-bromo-6-chloro-1,2,3,4-tetrahydrodibenzo[b,d]furan-2-ol), C1(=CC=CC=C1)S(=O)[O-].[Na+] (sodium benzenesulfinate), di-palladium tris(dibenzylideneacetone), C([O-])([O-])=O.[Cs+].[Cs+] (cesium carbonate), CC1(C2=C(C(=CC=C2)P(C3=CC=CC=C3)C4=CC=CC=C4)OC5=C(C=CC=C51)P(C6=CC=CC=C6)C7=CC=CC=C7)C (xantphos). Solvent: C1(=CC=CC=C1)C (toluene). Reaction conditions: temperature 110 celsius. Product: ClC1=CC(=CC=2C3=C(OC21)CCC(C3)O)S(=O)(=O)C3=CC=CC=C3 (6-chloro-8-(phenylsulfonyl)-1,2,3,4-tetrahydrodibenzo[b,d]furan-2-ol). Isolated yield 28.3%. RXN SMILES: Br[C:2]1[CH:3]=[C:4]([Cl:16])[C:5]2[O:9][C:8]3[CH2:10][CH2:11][CH:12]([OH:14])[CH2:13][C:7]=3[C:6]=2[CH:15]=1.[C:17]1([S:23]([O-:25])=[O:24])[CH:22]=[CH:21][CH:20]=[CH:19][CH:18]=1.[Na+].C(=O)([O-])[O-].[Cs+].[Cs+].CC1(C)C2C(=C(P(C3C=CC=CC=3)C3C=CC=CC=3)C=CC=2)OC2C(P(C3C=CC=CC=3)C3C=CC=CC=3)=CC=CC1=2>C1(C)C=CC=CC=1>[Cl:16][C:4]1[C:5]2[O:9][C:8]3[CH2:10][CH2:11][CH:12]([OH:14])[CH2:13][C:7]=3[C:6]=2[CH:15]=[C:2]([S:23]([C:17]2[CH:22]=[CH:21][CH:20]=[CH:19][CH:18]=2)(=[O:25])=[O:24])[CH:3]=1 |f:1.2,3.4.5|. Procedure details: A mixture of the product of step B (120 mg, 0.39 mmol), sodium benzenesulfinate (77 mg, 0.47 mmol), di-palladium-tris(dibenzylideneacetone) (36 mg, 0.04 mmol), cesium carbonate (190 mg, 0.58 mmol) and xantphos (45 mg, 0.08 mmol) was suspended in anhydrous toluene (5.0 mL). The reaction flask was purged with argon and heated to 110° C. for 1 h. After cooling to ambient temperature, the reaction mixture was diluted with dichloromethane and filtered through a celite bed. The filtrate was concentrat...